This data is from the Open Reaction Database (ORD), a public repository of structured organic reaction records. The task is: describe an organic reaction: reactants, conditions, products, and yield The reactants are [H-].[Na+] (sodium hydride), [Na] (sodium), C(C1=CC=CC=C1)(=O)Cl (benzoyl chloride), C1(CCCCC1)CC1N(CCC1)CCC1=C(NC2=CC=C(C=C12)OC)C (3-[2-(2-cyclohexylmethylpyrrolidino)ethyl]-5-methoxy-2-methylindole). The solvent is CN(C)C=O (DMF). Product: C(C1=CC=CC=C1)(=O)N1C(=C(C2=CC(=CC=C12)OC)CCN1C(CCC1)CC1CCCCC1)C (1-benzoyl-3-[2-(2-cyclohexylmethylpyrrolidino)ethyl]-5-methoxy-2-methylindole). RXN SMILES: [CH:1]1([CH2:7][CH:8]2[CH2:12][CH2:11][CH2:10][N:9]2[CH2:13][CH2:14][C:15]2[C:23]3[C:18](=[CH:19][CH:20]=[C:21]([O:24][CH3:25])[CH:22]=3)[NH:17][C:16]=2[CH3:26])[CH2:6][CH2:5][CH2:4][CH2:3][CH2:2]1.[H-].[Na+].[Na].[C:30](Cl)(=[O:37])[C:31]1[CH:36]=[CH:35][CH:34]=[CH:33][CH:32]=1>CN(C=O)C>[C:30]([N:17]1[C:18]2[C:23](=[CH:22][C:21]([O:24][CH3:25])=[CH:20][CH:19]=2)[C:15]([CH2:14][CH2:13][N:9]2[CH2:10][CH2:11][CH2:12][CH:8]2[CH2:7][CH:1]2[CH2:2][CH2:3][CH2:4][CH2:5][CH2:6]2)=[C:16]1[CH3:26])(=[O:37])[C:31]1[CH:36]=[CH:35][CH:34]=[CH:33][CH:32]=1 |f:1.2,^1:28|. Procedure: Reaction of 3-[2-(2-cyclohexylmethylpyrrolidino)ethyl]-5-methoxy-2-methylindole with a mineral oil dispersion of sodium hydride in DMF and reaction of the resulting sodium salt with benzoyl chloride affords 1-benzoyl-3-[2-(2-cyclohexylmethylpyrrolidino)ethyl]-5-methoxy-2-methylindole.